Dataset: the Open Reaction Database (ORD), a public repository of structured organic reaction records. Task: describe an organic reaction: reactants, conditions, products, and yield Reactants: BrC1CC1, CCOCC, I, [Mg], N#Cc1ccccn1. Product: O=C(c1ccccn1)C1CC1. RXN SMILES: [Br:2][CH:3]1[CH2:4][CH2:5]1.[CH3:15][CH2:16][O:17][CH2:18][CH3:19].[I:6].[Mg:1].[N:7]#[C:8][c:9]1[cH:10][cH:11][cH:12][cH:13][n:14]1>>[CH:3]1([C:8]([c:9]2[cH:10][cH:11][cH:12][cH:13][n:14]2)=[O:17])[CH2:4][CH2:5]1.